The task is: describe an organic reaction: reactants, conditions, products, and yield. This data is from the Open Reaction Database (ORD), a public repository of structured organic reaction records. The reactants are C1(CCCCC1)N=C=NC1CCCCC1 (dicyclohexylcarbodiimide), C(=O)(OC(C)(C)C)NCC(=O)N1[C@H](C(=O)O)CCC1 (N-Boc-glycyl-L-proline), ( C ). The solvent is C1CCOC1 (THF). Run at time 45 minute. The product is C1(CCCCC1)NC(NC1CCCCC1)=O (dicyclohexyl urea). RXN SMILES: [CH:1]1([N:7]=[C:8]=[N:9][CH:10]2[CH2:15][CH2:14][CH2:13][CH2:12][CH2:11]2)[CH2:6][CH2:5][CH2:4][CH2:3][CH2:2]1.C(NCC(N1CCC[C@H]1C(O)=O)=O)(OC(C)(C)C)=[O:17]>C1COCC1>[CH:10]1([NH:9][C:8](=[O:17])[NH:7][CH:1]2[CH2:2][CH2:3][CH2:4][CH2:5][CH2:6]2)[CH2:15][CH2:14][CH2:13][CH2:12][CH2:11]1. Procedure details: A portion (10.3g= 0.05 mole) of dicyclohexylcarbodiimide (DCC) was added dropwise under stirring at 0° C. to a solution of N-Boc-glycyl-L-proline prepared in accordance with the method described in J. Chem. Soc. (C), 954 (1969) (27.2g= 0.1 mole) in dried THF (100ml) and the reaction mixture was kept under continuous stirring for 45 minutes. To the filtrate obtained by filtering-off of dicyclohexyl urea precipitated in the mixture, was added at 0° C. a solution of 7-amino-4-methylcoumarin (8.75g=... The reactants are Cc1nn(C)c(-c2ccccc2)c1NC1=NCCN1C(=O)c1ccccc1, CO. Reaction SMILES: [CH3:1][n:2]1[n:3][c:4]([CH3:27])[c:5]([NH:13][C:14]2=[N:18][CH2:17][CH2:16][N:15]2[C:19](=[O:20])[c:21]2[cH:22][cH:23][cH:24][cH:25][cH:26]2)[c:6]1-[c:7]1[cH:8][cH:9][cH:10][cH:11][cH:12]1.[CH3:28][OH:29]>>[CH3:1][n:2]1[n:3][c:4]([CH3:27])[c:5]([NH:13][C:14]2=[N:18][CH2:17][CH2:16][NH:15]2)[c:6]1-[c:7]1[cH:8][cH:9][cH:10][cH:11][cH:12]1. Product: Cc1nn(C)c(-c2ccccc2)c1NC1=NCCN1. The reactants are FC1=C2NCC(NC2=CC=C1)=O (5-Fluoro-3,4-dihydro-1H-quinoxalin-2-one), [H-].[Na+] (sodium hydride), BrCC(=O)OC (methyl bromoacetate). Solvent: [Cl-].[Na+].O (Brine), CN(C)C=O (DMF). Conditions: time 0.5 hour. The product is COC(CN1C(CNC2=C(C=CC=C12)F)=O)=O ((5-Fluoro-2-oxo-3,4-dihydro-2H-quinoxalin-1-yl)acetic Acid Methyl Ester). As a reaction SMILES: [F:1][C:2]1[CH:11]=[CH:10][CH:9]=[C:8]2[C:3]=1[NH:4][CH2:5][C:6](=[O:12])[NH:7]2.[H-].[Na+].Br[CH2:16][C:17]([O:19][CH3:20])=[O:18]>CN(C=O)C.[Cl-].[Na+].O>[CH3:20][O:19][C:17](=[O:18])[CH2:16][N:7]1[C:8]2[C:3](=[C:2]([F:1])[CH:11]=[CH:10][CH:9]=2)[NH:4][CH2:5][C:6]1=[O:12] |f:1.2,5.6.7|. Procedure: To a solution of 5-fluoro-3,4-dihydro-1H-quinoxalin-2-one from Example B (150 mg, 0.90 mmol) in DMF (3.0 ml) was added sodium hydride (60%, 36 mg, 0.90 mmol) while cooling in an ice/water bath. The mixture was allowed to warm to room temperature and stirred for 0.5 h. The mixture was cooled again in an ice/water bath and methyl bromoacetate (85 μl, 0.90 mmol) was added. The mixture was allowed to warm slowly to room temperature and stirred for 18 h. Brine was added and the mixture was evaporated... Starting materials: FC1=CC=C(C=C1)CC1=CC=C(C=C1)N1CCNCC1 (1-[4-(4-fluorophenyl)methylphenyl]piperazine), FC1=CC=C(C=C1)OCCCCBr (4-(4-fluorophenyl)oxybutyl bromide). Product: FC1=CC=C(C=C1)OCCCCN1CCN(CC1)C1=CC=C(C=C1)CC1=CC=C(C=C1)F (4-[4-(4-fluorophenyl)oxybutyl]-1-[4-(4-fluorophenyl)methylphenyl]piperazine). RXN SMILES: [F:1][C:2]1[CH:7]=[CH:6][C:5]([CH2:8][C:9]2[CH:14]=[CH:13][C:12]([N:15]3[CH2:20][CH2:19][NH:18][CH2:17][CH2:16]3)=[CH:11][CH:10]=2)=[CH:4][CH:3]=1.[F:21][C:22]1[CH:27]=[CH:26][C:25]([O:28][CH2:29][CH2:30][CH2:31][CH2:32]Br)=[CH:24][CH:23]=1>>[F:21][C:22]1[CH:27]=[CH:26][C:25]([O:28][CH2:29][CH2:30][CH2:31][CH2:32][N:18]2[CH2:17][CH2:16][N:15]([C:12]3[CH:13]=[CH:14][C:9]([CH2:8][C:5]4[CH:4]=[CH:3][C:2]([F:1])=[CH:7][CH:6]=4)=[CH:10][CH:11]=3)[CH2:20][CH2:19]2)=[CH:24][CH:23]=1. Reported procedure: The same procedure was followed as in Example 11 using the compound (10) synthesized in Example 3 and 4-(4-fluorophenyl)oxybutyl bromide to produce the above. Starting materials: Fc1ccc(F)c(C(Sc2ccc(Cl)cc2)c2cc(Cl)ncc2Cl)c1, NCc1ccncc1, C1COCCO1. Product: Fc1ccc(F)c(C(Sc2ccc(Cl)cc2)c2cc(NCc3ccncc3)ncc2Cl)c1. RXN SMILES: [Cl:1][c:2]1[n:3][cH:4][c:5]([Cl:25])[c:6]([CH:8]([c:9]2[c:10]([F:16])[cH:11][cH:12][c:13]([F:15])[cH:14]2)[S:17][c:18]2[cH:19][cH:20][c:21]([Cl:24])[cH:22][cH:23]2)[cH:7]1.[NH2:26][CH2:27][c:28]1[cH:29][cH:30][n:31][cH:32][cH:33]1.[O:34]1[CH2:35][CH2:36][O:37][CH2:38][CH2:39]1>>[c:2]1([NH:26][CH2:27][c:28]2[cH:29][cH:30][n:31][cH:32][cH:33]2)[n:3][cH:4][c:5]([Cl:25])[c:6]([CH:8]([c:9]2[c:10]([F:16])[cH:11][cH:12][c:13]([F:15])[cH:14]2)[S:17][c:18]2[cH:19][cH:20][c:21]([Cl:24])[cH:22][cH:23]2)[cH:7]1. Reactants: CC=1SC(=C(N1)C)C(=O)O (2,4-dimethyl-1,3-thiazole-5-carboxylic acid), C(C)OC1=CC=C(OC2=CC=C(CN)C=C2)C=C1 (4-(4-ethoxyphenoxy)benzylamine), ice water. Solvent: C(Cl)(Cl)Cl (chloroform), C(Cl)(Cl)Cl (chloroform). Run at time 30 minute. Product: C(C)OC1=CC=C(OC2=CC=C(CNC(=O)C3=C(N=C(S3)C)C)C=C2)C=C1 (N-[4-(4-ethoxyphenoxy)benzyl]-2,4-dimethyl-1,3-thiazole-5-carboxamide). Isolated yield 45.0%. As a reaction SMILES: [CH3:1][C:2]1[S:3][C:4]([C:8]([OH:10])=O)=[C:5]([CH3:7])[N:6]=1.[CH2:11]([O:13][C:14]1[CH:28]=[CH:27][C:17]([O:18][C:19]2[CH:26]=[CH:25][C:22]([CH2:23][NH2:24])=[CH:21][CH:20]=2)=[CH:16][CH:15]=1)[CH3:12]>C(Cl)(Cl)Cl>[CH2:11]([O:13][C:14]1[CH:28]=[CH:27][C:17]([O:18][C:19]2[CH:26]=[CH:25][C:22]([CH2:23][NH:24][C:8]([C:4]3[S:3][C:2]([CH3:1])=[N:6][C:5]=3[CH3:7])=[O:10])=[CH:21][CH:20]=2)=[CH:16][CH:15]=1)[CH3:12]. Procedure: To a stirred mixture of 2,4-dimethyl-1,3-thiazole-5-carboxylic acid (156 mg, 0.993 mM) and chloroform (20 ml) was added 1-ethyl-3-(3-dimethylaminopropyl)carbodiimde (190 mg, 0.393 mM) at 0°-10° C., and the mixture was stirred for 30 min at the same temperature. To this was added a solution (10 ml) of 4-(4-ethoxyphenoxy)benzylamine (242 mg, 0.993 mM) in chloroform at 0°-10° C., and the mixture was stirred for 12 h at the room temperature. The mixture was poured into ice water, and the mixture was...